This data is from the Open Reaction Database (ORD), a public repository of structured organic reaction records. The task is: describe an organic reaction: reactants, conditions, products, and yield Product: COc1cc(C(C#N)OC(C)=O)cc(OC)c1OC. As a reaction SMILES: [CH2:27]([N+:28]([CH2:29][CH3:30])([CH2:31][CH3:32])[CH2:33][c:34]1[cH:35][cH:36][cH:37][cH:38][cH:39]1)[CH3:40].[CH3:19][C:20](=[O:21])[O:22][C:23](=[O:24])[CH3:25].[CH3:5][O:6][c:7]1[cH:8][c:9]([CH:10]=[O:11])[cH:12][c:13]([O:17][CH3:18])[c:14]1[O:15][CH3:16].[Cl-:26].[Cl:41][CH2:42][Cl:43].[K:1][C:2]#[N:3].[OH2:4]>>[C:2](#[N:3])[CH:10]([c:9]1[cH:8][c:7]([O:6][CH3:5])[c:14]([O:15][CH3:16])[c:13]([O:17][CH3:18])[cH:12]1)[O:11][C:20]([CH3:19])=[O:21]. The reactants are CC[N+](CC)(CC)Cc1ccccc1, CC(=O)OC(C)=O, COc1cc(C=O)cc(OC)c1OC, [Cl-], ClCCl, N#C[K], O. Starting materials: C1(=CC=CC=C1)[C@H]1C[C@H](CC1)N ((1S,3R)-3-phenylcyclopentanamine), [H][H] (hydrogen). The reagents and catalysts are [Rh] (Rh/Al2O3). Solvent: 1,1,1-trifluoroethanol. The product is C1(CCCCC1)[C@H]1C[C@H](CC1)N ((1S,3R)-3-cyclohexylcyclopentanamine). Isolated yield 70.1%. RXN SMILES: [C:1]1([C@@H:7]2[CH2:11][CH2:10][C@H:9]([NH2:12])[CH2:8]2)[CH:6]=[CH:5][CH:4]=[CH:3][CH:2]=1.[H][H]>[Rh]>[CH:1]1([C@@H:7]2[CH2:11][CH2:10][C@H:9]([NH2:12])[CH2:8]2)[CH2:2][CH2:3][CH2:4][CH2:5][CH2:6]1. Procedure: A solution of (1S,3R)-3-phenylcyclopentanamine (second eluting diastereomer from Example 15B, 106 mg, 0.657 mmol) and 1,1,1-trifluoroethanol (20 mL) was added to 5% Rh/Al2O3 (42.4 mg) in a 50 mL pressure bottle. The reaction was heated for 16 hours under 30 psi hydrogen pressure and at 50° C. The mixture was filtered through a nylon membrane, washing with EtOH (50 mL). The solution was concentrated to provide the title compound (77 mg, 70%). MS (DCI) m/z 168 (M+H)+. Starting materials: C1CCC2=NCCCN2CC1, O=C(Nc1cccc2cnccc12)C(Cl)(Cl)Cl, NCc1cccc2ccccc12. Yields the product O=C(NCc1cccc2ccccc12)Nc1cccc2cnccc12. Reaction SMILES: [CH2:30]1[CH2:31][CH2:32][C:33]2=[N:38][CH2:37][CH2:36][CH2:35][N:34]2[CH2:39][CH2:40]1.[Cl:13][C:14]([C:15](=[O:16])[NH:17][c:18]1[c:19]2[cH:20][cH:21][n:22][cH:23][c:24]2[cH:25][cH:26][cH:27]1)([Cl:28])[Cl:29].[c:1]1([CH2:11][NH2:12])[cH:2][cH:3][cH:4][c:5]2[cH:6][cH:7][cH:8][cH:9][c:10]12>>[c:1]1([CH2:11][NH:12][C:15](=[O:16])[NH:17][c:18]2[c:19]3[cH:20][cH:21][n:22][cH:23][c:24]3[cH:25][cH:26][cH:27]2)[cH:2][cH:3][cH:4][c:5]2[cH:6][cH:7][cH:8][cH:9][c:10]12. The reactants are [N+](=O)([O-])C1CCCCC1 (Nitrocyclohexane), [N+](=O)([O-])C1CCCCC1 (nitrocyclohexane), C(=O)=S (Carbonyl sulfide), stainless steel. The reagents and catalysts are [C-]#[O+].[C-]#[O+].[C-]#[O+].[C-]#[O+].[C-]#[O+].[C-]#[O+].[Mo] (molybdenum hexacarbonyl). Conditions: temperature 150 celsius. Product: C1(CCCCC1)N=C=S (cyclohexyl isothiocyanate). Isolated yield 1.3%. Reaction SMILES: [N+:1]([CH:4]1[CH2:9][CH2:8][CH2:7][CH2:6][CH2:5]1)([O-])=O.[C:10](=[S:12])=O>[C-]#[O+].[C-]#[O+].[C-]#[O+].[C-]#[O+].[C-]#[O+].[C-]#[O+].[Mo]>[CH:4]1([N:1]=[C:10]=[S:12])[CH2:9][CH2:8][CH2:7][CH2:6][CH2:5]1 |f:2.3.4.5.6.7.8|. Procedure: Nitrocyclohexane (0.02 mole) and molybdenum hexacarbonyl (0.0002 mole) were placed in a 100 ml. rocking autoclave which was then sealed. Carbonyl sulfide (10.0 g., 0.16 mole) was charged to the autoclave from a small stainless steel cylinder, in which it was contained in the liquified state under its own vapor pressure (about 160 psig). The autoclave was then heated at 150°C. for 3 hours, after which it was cooled to ambient temperature, vented and opened. The reaction mixture was rinsed from th... Reactants: C(C)(=O)OCC=1C(=NC=CC1B(O)O)N1C(C2=C(C=C(C=C2C=N1)C(C)(C)C)F)=O (3-(acetoxymethyl)-2-(6-tert-butyl-8-fluoro-1-oxophthalazin-2(1H)-yl)pyridin-4-ylboronic acid), Cl.NCCOC1=CC=CC(=N1)NC=1C(N(C=C(C1)Br)C)=O (3-(6-(2-aminoethoxyl)pyridin-2-ylamino)-5-bromo-1-methylpyridin-2(1H)-one hydrochloride), [O-]P(=O)([O-])[O-].[K+].[K+].[K+] (K3PO4). Reagents/catalysts: C1=CC=C(C=C1)P([C-]2C=CC=C2)C3=CC=CC=C3.C1=CC=C(C=C1)P([C-]2C=CC=C2)C3=CC=CC=C3.Cl[Pd]Cl.[Fe+2] (Pd(dppf)Cl2). Solvent: C(C)#N (acetonitrile), O (water). Conditions: temperature 90 celsius, time 3 hour. Product: C(C)(=O)OCC=1C(=NC=CC1C1=CN(C(C(=C1)NC1=NC(=CC=C1)OCCNC(C=C)=O)=O)C)N1C(C2=C(C=C(C=C2C=N1)C(C)(C)C)F)=O ((4-(5-(6-(2-acrylamidoethoxyl)pyridin-2-ylamino)-1-methyl-6-oxo-1,6-dihydropyridin-3-yl)-2-(6-tert-butyl-8-fluoro-1-oxophthalazin-2(1H)-yl)pyridin-3-yl)methyl acetate). Yield: 75.7%. RXN SMILES: [C:1]([O:4][CH2:5][C:6]1[C:7]([N:15]2[N:24]=[CH:23][C:22]3[C:17](=[C:18]([F:29])[CH:19]=[C:20]([C:25]([CH3:28])([CH3:27])[CH3:26])[CH:21]=3)[C:16]2=[O:30])=[N:8][CH:9]=[CH:10][C:11]=1B(O)O)(=[O:3])[CH3:2].Cl.[NH2:32][CH2:33][CH2:34][O:35][C:36]1[N:41]=[C:40]([NH:42][C:43]2[C:44](=[O:51])[N:45]([CH3:50])[CH:46]=[C:47](Br)[CH:48]=2)[CH:39]=[CH:38][CH:37]=1.[O-]P([O-])([O-])=O.[K+].[K+].[K+]>C(#N)C.O.C1C=CC(P(C2C=CC=CC=2)[C-]2C=CC=C2)=CC=1.C1C=CC(P(C2C=CC=CC=2)[C-]2C=CC=C2)=CC=1.Cl[Pd]Cl.[Fe+2]>[C:1]([O:4][CH2:5][C:6]1[C:7]([N:15]2[N:24]=[CH:23][C:22]3[C:17](=[C:18]([F:29])[CH:19]=[C:20]([C:25]([CH3:28])([CH3:27])[CH3:26])[CH:21]=3)[C:16]2=[O:30])=[N:8][CH:9]=[CH:10][C:11]=1[C:47]1[CH:48]=[C:43]([NH:42][C:40]2[CH:39]=[CH:38][CH:37]=[C:36]([O:35][CH2:34][CH2:33][NH:32][C:5](=[O:4])[CH:6]=[CH2:11])[N:41]=2)[C:44](=[O:51])[N:45]([CH3:50])[CH:46]=1)(=[O:3])[CH3:2] |f:1.2,3.4.5.6,9.10.11.12|. Reported procedure: A mixture of 104c (256 mg, 0.62 mmol), 3-(6-(2-aminoethoxyl)pyridin-2-ylamino)-5-bromo-1-methylpyridin-2(1H)-one hydrochloride 103b (120 mg, 0.31 mmol), Pd(dppf)Cl2 (47 mg, 0.062 mmol) and K3PO4 (131 mg, 0.62 mmol) in acetonitrile (2 mL) and water (0.2 mL) was stirred at 90° C. for 3 h under N2. The mixture was filtered and the filtrate was concentrated. The residue was washed with petroleum ether, PE to give 104d (160 mg) as brown solid. This material was used for the next step directly. The reactants are N1C=CC2=CC(=CC=C12)CNC(C(C)C)=O (N-((1H-indol-5-yl)methyl) isobutyramide), ClC1=CC=C(C=N1)OC1CCN(CC1)C(=O)OC(C)(C)C (tert-butyl 4-((6-chloropyridin-3-yl)oxy)piperidine-1-carboxylate), N1C=CC2=CC(=CC=C12)CNC(C(C)C)=O (N-((1H-indol-5-yl)methyl) isobutyramide), ClC1=CC=C(C=N1)OC1CCN(CC1)C(=O)OC(C)(C)C (tert-butyl 4-((6-chloropyridin-3-yl)oxy)piperidine-1-carboxylate). Product: C(C)(C)(C)OC(=O)N1CCC(CC1)OC=1C=NC(=CC1)N1C=CC2=CC(=CC=C12)CNC(C(C)C)=O (tert-Butyl-4-((6-(5-(isobutyramidomethyl)-1H-indol-1-yl)pyridin-3-yl) oxy)piperidine-1-carboxylate). RXN SMILES: [NH:1]1[C:9]2[C:4](=[CH:5][C:6]([CH2:10][NH:11][C:12](=[O:16])[CH:13]([CH3:15])[CH3:14])=[CH:7][CH:8]=2)[CH:3]=[CH:2]1.Cl[C:18]1[N:23]=[CH:22][C:21]([O:24][CH:25]2[CH2:30][CH2:29][N:28]([C:31]([O:33][C:34]([CH3:37])([CH3:36])[CH3:35])=[O:32])[CH2:27][CH2:26]2)=[CH:20][CH:19]=1>>[C:34]([O:33][C:31]([N:28]1[CH2:27][CH2:26][CH:25]([O:24][C:21]2[CH:22]=[N:23][C:18]([N:1]3[C:9]4[C:4](=[CH:5][C:6]([CH2:10][NH:11][C:12](=[O:16])[CH:13]([CH3:14])[CH3:15])=[CH:7][CH:8]=4)[CH:3]=[CH:2]3)=[CH:19][CH:20]=2)[CH2:30][CH2:29]1)=[O:32])([CH3:37])([CH3:35])[CH3:36]. Procedure details: The title compound was prepared by following the similar procedure as described in Example-1 using N-((1H-indol-5-yl)methyl) isobutyramide (intermediate 3) and tert-butyl 4-((6-chloropyridin-3-yl)oxy)piperidine-1-carboxylate (intermediate 6) (0.103 g, 21.77%).